From a dataset of the Open Reaction Database (ORD), a public repository of structured organic reaction records. describe an organic reaction: reactants, conditions, products, and yield The reactants are [N+](=O)([O-])C=1C=C(C(=O)N2C(CCCCC2)=O)C=CC1 (N-(3-nitrobenzoyl)caprolactam), C1(CCCCN1)=O (valerolactam). Product: [N+](=O)([O-])C=1C=C(C(=O)N2C(CCCC2)=O)C=CC1 (N-(3-nitrobenzoyl)valerolactam). RXN SMILES: [N+:1]([C:4]1[CH:5]=[C:6]([CH:17]=[CH:18][CH:19]=1)[C:7]([N:9]1[CH2:15][CH2:14][CH2:13][CH2:12]C[C:10]1=[O:16])=[O:8])([O-:3])=[O:2].C1(=O)NCCCC1>>[N+:1]([C:4]1[CH:5]=[C:6]([CH:17]=[CH:18][CH:19]=1)[C:7]([N:9]1[CH2:15][CH2:14][CH2:13][CH2:12][C:10]1=[O:16])=[O:8])([O-:3])=[O:2]. Procedure details: Synthesized as for N-(3-nitrobenzoyl)caprolactam (Example XXV) using valerolactam (Aldrich) in place of caprolactam. Conditions: temperature 100 celsius, time 12 hour. The reagents and catalysts are CN(C1=CC=NC=C1)C (4-dimethylaminopyridine). Starting materials: FC1=C(C=CC(=C1)OC)C(=O)C1=CC2=CC=C(C=C2C=C1)OC ((2-fluoro-4-methoxyphenyl)(6-methoxy-2-naphthyl)methanone), CNN (1-methylhydrazine), N1=CC=CC=C1 (pyridine). RXN SMILES: F[C:2]1[CH:7]=[C:6]([O:8][CH3:9])[CH:5]=[CH:4][C:3]=1[C:10]([C:12]1[CH:21]=[CH:20][C:19]2[C:14](=[CH:15][CH:16]=[C:17]([O:22][CH3:23])[CH:18]=2)[CH:13]=1)=O.[CH3:24][NH:25][NH2:26].N1C=CC=CC=1>CN(C)C1C=CN=CC=1.O>[CH3:9][O:8][C:6]1[CH:7]=[C:2]2[C:3]([C:10]([C:12]3[CH:21]=[CH:20][C:19]4[C:14](=[CH:15][CH:16]=[C:17]([O:22][CH3:23])[CH:18]=4)[CH:13]=3)=[N:26][N:25]2[CH3:24])=[CH:4][CH:5]=1. The solvent is O (water). Isolated yield 80.0%. Procedure details: A mixture of (2-fluoro-4-methoxyphenyl)(6-methoxy-2-naphthyl)methanone (1.0 g, 3.22 mmol), 1-methylhydrazine (0.74 g, 16.1 mmol), pyridine (10 mL), and 4-dimethylaminopyridine (0.39 g, 3.22 mmol) was stirred at 100° C. for 12 h. The mixture poured in the water, extracted with ethyl ether, washed with HCl (2N), and dried over MgSO4. Evaporation and crystallization from ethyl ether/hexanes gave an off-white solid (0.82 g, 80% yield, m.p. 166-168° C.); MS m/e 319 (M+H)+. The product is COC1=CC=C2C(=NN(C2=C1)C)C1=CC2=CC=C(C=C2C=C1)OC (6-Methoxy-3-(6-methoxy-2-naphthyl)-1-methyl-1H-indazole). As a reaction SMILES: Br[C:2]1[C:3](=[O:21])[O:4][C:5]([C:15]2[CH:20]=[CH:19][CH:18]=[CH:17][CH:16]=2)([C:9]2[CH:14]=[CH:13][CH:12]=[CH:11][CH:10]=2)[CH2:6][C:7]=1[OH:8].[CH3:22][C:23]1[CH:24]=[CH:25][C:26]([CH:30]([CH3:32])[CH3:31])=[C:27]([SH:29])[CH:28]=1.N1CCCCC1>ClCCl>[OH:8][C:7]1[CH2:6][C:5]([C:15]2[CH:20]=[CH:19][CH:18]=[CH:17][CH:16]=2)([C:9]2[CH:14]=[CH:13][CH:12]=[CH:11][CH:10]=2)[O:4][C:3](=[O:21])[C:2]=1[S:29][C:27]1[CH:28]=[C:23]([CH3:22])[CH:24]=[CH:25][C:26]=1[CH:30]([CH3:32])[CH3:31]. The product is OC1=C(C(OC(C1)(C1=CC=CC=C1)C1=CC=CC=C1)=O)SC1=C(C=CC(=C1)C)C(C)C (5,6-Dihydro-4-hydroxy-3-(5-methyl-2-isopropylphenylthio)-6,6-diphenyl-2H-pyran-2-one). Run in ClCCl (dichloromethane). Procedure details: The title compound was prepared as described in General Method 6 from 2.0 mmol of 3-bromo-5,6-dihydro-4-hydroxy-6,6-diphenyl-2H-pyran-2-one (prepared in example AAA), 2.1 mmol of 5-methyl-2-isopropylbenzenethiol, and 2.1 mmol of piperidine in 30 mL of dichloromethane. The product was chromatographed on silica gel, eluting first with chloroform and then with 5% methanol in chloroform (m.p. 183°-184° C.). 1H NMR (DMSO-d6) δ 1.15 (d, 6 H), 1.85 (s, 3 H), 3.22 (m, 1 H), 3.80 (bs, 2 H), 5.88 (bs, 1 H... The reactants are BrC=1C(OC(CC1O)(C1=CC=CC=C1)C1=CC=CC=C1)=O (3-bromo-5,6-dihydro-4-hydroxy-6,6-diphenyl-2H-pyran-2-one), CC=1C=CC(=C(C1)S)C(C)C (5-methyl-2-isopropylbenzenethiol), N1CCCCC1 (piperidine). The reactants are BrC=1C=NC=CC1 (3-bromopyridine), FC1=C(C=C(C=C1)[N+](=O)[O-])B1OC(C(O1)(C)C)(C)C (2-(2-fluoro-5-nitrophenyl)-4,4,5,5-tetramethyl-[1,3,2]dioxaborolane), [F-].[K+] (KF), C1CCOC1 (THF), C(C)(C)(C)P(C(C)(C)C)C(C)(C)C (tri-tert-butylphosphine), ice. Reagents/catalysts: C=1C=CC(=CC1)/C=C/C(=O)/C=C/C2=CC=CC=C2.C=1C=CC(=CC1)/C=C/C(=O)/C=C/C2=CC=CC=C2.C=1C=CC(=CC1)/C=C/C(=O)/C=C/C2=CC=CC=C2.[Pd].[Pd] (tris(dibenzylideneacetone)-dipalladium(0)). The solvent is O (water). Reaction conditions: time 30 minute. Product: FC1=C(C=C(C=C1)[N+](=O)[O-])C=1C=NC=CC1 (3-(2-fluoro-5-nitrophenyl)pyridine), C(C1=CC=CC=C1)=CC(=O)C=CC1=CC=CC=C1 (dibenzylideneacetone). As a reaction SMILES: Br[C:2]1[CH:3]=[N:4][CH:5]=[CH:6][CH:7]=1.[F:8][C:9]1[CH:14]=[CH:13][C:12]([N+:15]([O-:17])=[O:16])=[CH:11][C:10]=1B1OC(C)(C)C(C)(C)O1.[F-].[K+].[C:29](P(C(C)(C)C)C(C)(C)C)(C)([CH3:31])[CH3:30].[CH2:42]1[CH2:46][O:45][CH2:44][CH2:43]1>O.C1C=CC(/C=C/C(/C=C/C2C=CC=CC=2)=O)=CC=1.C1C=CC(/C=C/C(/C=C/C2C=CC=CC=2)=O)=CC=1.C1C=CC(/C=C/C(/C=C/C2C=CC=CC=2)=O)=CC=1.[Pd].[Pd]>[F:8][C:9]1[CH:14]=[CH:13][C:12]([N+:15]([O-:17])=[O:16])=[CH:11][C:10]=1[C:2]1[CH:3]=[N:4][CH:5]=[CH:6][CH:7]=1.[CH:2](=[CH:3][C:44]([CH:43]=[CH:42][C:46]1[CH:13]=[CH:14][CH:9]=[CH:10][CH:11]=1)=[O:45])[C:7]1[CH:31]=[CH:29][CH:30]=[CH:5][CH:6]=1 |f:2.3,7.8.9.10.11|. Reported procedure: A slurry of 3-bromopyridine (19 g, 120 mmol), 2-(2-fluoro-5-nitrophenyl)-4,4,5,5-tetramethyl-[1,3,2]dioxaborolane (40 g, 150 mmol) and KF (23 g, 396 mmol) in THF (600 ml) and water (30 ml) was degassed with nitrogen for 10 min, then treated with tris(dibenzylideneacetone)-dipalladium(0) (2.2 g, 2.4 mmol) followed by tri-tert-butylphosphine (0.2 M solution in 1,4-dioxane; 2.4 ml, 0.48 mmol), and the reaction was stirred mechanically at ambient temperature for 30 min. The mixture was then heated a... Starting materials: CC(C)(C)OC(=O)N1CCNCC1, Cc1c(Cl)c(C(F)(F)F)nn1CC(=O)O, ClCCl. Yields the product Cc1c(Cl)c(C(F)(F)F)nn1CC(=O)N1CCN(C(=O)OC(C)(C)C)CC1. Reaction SMILES: [C:16](=[O:17])([O:18][C:19]([CH3:20])([CH3:21])[CH3:22])[N:23]1[CH2:24][CH2:25][NH:26][CH2:27][CH2:28]1.[Cl:1][c:2]1[c:3]([C:12]([F:13])([F:14])[F:15])[n:4][n:5]([CH2:8][C:9](=[O:10])[OH:11])[c:6]1[CH3:7].[Cl:29][CH2:30][Cl:31]>>[Cl:1][c:2]1[c:3]([C:12]([F:13])([F:14])[F:15])[n:4][n:5]([CH2:8][C:9](=[O:11])[N:26]2[CH2:25][CH2:24][N:23]([C:16](=[O:17])[O:18][C:19]([CH3:20])([CH3:21])[CH3:22])[CH2:28][CH2:27]2)[c:6]1[CH3:7].